This data is from the Open Reaction Database (ORD), a public repository of structured organic reaction records. The task is: describe an organic reaction: reactants, conditions, products, and yield Starting materials: Dragendorff reagent, C(C)(C)(C)C1=CC(=CC=2C(CSC21)(C)C)[N+](=O)[O-] (7-tert-butyl-2,3-dihydro-3,3-dimethyl-5-nitro-benzothiophene), CCOC(=O)C (EtOAc), CCCCCC (hexane). Solvent: CCO (EtOH). Run at time 3 hour. Yields the product NC=1C=C(C2=C(C(CO2)(C)C)C1)C(C)(C)C (5-Amino-7-tert-butyl-2,3-dihydro-3,3-dimethylbenzofuran). RXN SMILES: [C:1]([C:5]1[C:13]2S[CH2:11][C:10]([CH3:15])([CH3:14])[C:9]=2[CH:8]=[C:7]([N+:16]([O-])=O)[CH:6]=1)([CH3:4])([CH3:3])[CH3:2].CCCCCC.CC[O:27]C(C)=O>CCO>[NH2:16][C:7]1[CH:6]=[C:5]([C:1]([CH3:3])([CH3:2])[CH3:4])[C:13]2[O:27][CH2:11][C:10]([CH3:14])([CH3:15])[C:9]=2[CH:8]=1. Reported procedure: A suspension of 7-tert-butyl-2,3-dihydro-3,3-dimethyl-5-nitro-benzothiophene (2.6 g, 8.8 mmol) in absolute EtOH (60 mL) is hydrogenated at 40 psi of H2 pressure on a Parr hydrogenation apparatus for 3 h at 22° C. The reaction is judged complete by TLC (hexane:EtOAc, 19:1; visualized with Dragendorff reagent). The reaction mixture is filtered through Celite and evaporated to yield the title compound as a purple solid, which is used without further purification. The reactants are C(C)(C)(C)OC([C@@H](NC([C@H]1N(CCC1)C(C(CSC(CC)=O)C)=O)=O)CC1=CC=CC=C1)=O (1-(3-propanoylthio-2-methylpropanoyl)-L-prolyl-L-phenylalanine tert-butyl ester). Run in C1(=CC=CC=C1)OC (anisole), FC(C(=O)O)(F)F (trifluoroacetic acid). Run at time 1 hour. Product: C(CC)(=O)SCC(C(=O)N1[C@H](C(=O)N[C@@H](CC2=CC=CC=C2)C(=O)O)CCC1)C (1-(3-propanoylthio-2-methylpropanoyl)-L-prolyl-L-phenylalanine). As a reaction SMILES: C([O:5][C:6](=[O:33])[C@H:7]([CH2:26][C:27]1[CH:32]=[CH:31][CH:30]=[CH:29][CH:28]=1)[NH:8][C:9](=[O:25])[C@@H:10]1[CH2:14][CH2:13][CH2:12][N:11]1[C:15](=[O:24])[CH:16]([CH3:23])[CH2:17][S:18][C:19](=[O:22])[CH2:20][CH3:21])(C)(C)C>C1(OC)C=CC=CC=1.FC(F)(F)C(O)=O>[C:19]([S:18][CH2:17][CH:16]([CH3:23])[C:15]([N:11]1[CH2:12][CH2:13][CH2:14][C@H:10]1[C:9]([NH:8][C@H:7]([C:6]([OH:33])=[O:5])[CH2:26][C:27]1[CH:28]=[CH:29][CH:30]=[CH:31][CH:32]=1)=[O:25])=[O:24])(=[O:22])[CH2:20][CH3:21]. Procedure: The 1-(3-propanoylthio-2-methylpropanoyl)-L-prolyl-L-phenylalanine tert-butyl ester obtained was dissolved in a mixture of anisole (10 ml) and trifluoroacetic acid (20 ml). The solution was allowed to stand at room temperature for one hour and concentrated to dryness under reduced pressure. The residue was chromatographed on silica gel with chloroform-methanol (98:2) to give 1-(3-propanoylthio-2-methylpropanoyl)-L-prolyl-L-phenylalanine. The diastereomeric mixture thus obtained was dissolved in ... The reactants are S(O)(O)(=O)=O (sulphuric acid), ClCC(=O)OC (methyl chloroacetate), BrC1=C(C=CC(=C1)F)O (2-bromo-4-fluorophenol), FC(C(=O)O)(F)F (trifluoroacetic acid), crude product, C([O-])([O-])=O.[K+].[K+] (potassium carbonate), C1N2CN3CN1CN(C2)C3 (hexamethylenetetramine), [OH-].[K+] (potassium hydroxide). The reagents and catalysts are [I-].C(CCC)[N+](CCCC)(CCCC)CCCC (tetra-n-butylammonium iodide). The solvent is O (water), O (water), C1CCOC1 (THF). Reaction conditions: temperature 130 celsius, time 2 hour. The product is BrC1=CC(=CC=2C=C(OC21)C(=O)O)F (7-Bromo-5-fluoro-1-benzofuran-2-carboxylic acid). RXN SMILES: [Br:1][C:2]1[CH:7]=[C:6]([F:8])[CH:5]=[CH:4][C:3]=1[OH:9].F[C:11](F)(F)[C:12]([OH:14])=[O:13].[CH2:17]1N2CN3CN(C2)CN1C3.S(=O)(=O)(O)O.C(=O)([O-])[O-].[K+].[K+].ClCC(OC)=O.[OH-].[K+]>[I-].C([N+](CCCC)(CCCC)CCCC)CCC.O.C1COCC1>[Br:1][C:2]1[C:3]2[O:9][C:11]([C:12]([OH:14])=[O:13])=[CH:17][C:4]=2[CH:5]=[C:6]([F:8])[CH:7]=1 |f:4.5.6,8.9,10.11|. Procedure details: 1.0 g (5.24 mmol) of 2-bromo-4-fluorophenol is introduced into 4.0 ml of trifluoroacetic acid. 1.47 g (10.47 mmol) of hexamethylenetetramine are added in portions over the course of 20 min. The mixture is then boiled under reflux for 28 h. At RT, 6 ml of water and 3 ml of 50% strength sulphuric acid are added. After 2 h, the mixture is extracted twice with a total of 60 ml of ethyl acetate. The combined organic phases are washed four times with 1N hydrochloric acid and once with water. Drying ov... Reactants: C(O)([O-])=O.[Na+] (sodium hydrogen carbonate), ice water, C(#N)C1=CC=C(C=C1)CCN1CCC2(OC2)CC1 (1-[2-(4-cyanophenyl)ethyl]piperidin-4-spiro-2′-oxirane), CNC1=CC=C(C(=O)O)C=C1 (4-methylaminobenzoic acid). The reagents and catalysts are FC(S(=O)(=O)[O-])(F)F.[Sc+3].FC(S(=O)(=O)[O-])(F)F.FC(S(=O)(=O)[O-])(F)F (Scandium trifluoromethanesulfonate). Run in C(C)#N (acetonitrile), O (Water), C(C)#N (acetonitrile). Product: C(#N)C1=CC=C(C=C1)CCN1CCC(CC1)(O)CN(C1=CC=C(C(=O)O)C=C1)C (4-({1-[2-(4-cyanophenyl)ethyl]-4-hydroxypiperidin-4-ylmethyl}methylamino)benzoic acid). Yield: 64.5%. RXN SMILES: [C:1]([C:3]1[CH:8]=[CH:7][C:6]([CH2:9][CH2:10][N:11]2[CH2:18][CH2:17][C:14]3([CH2:16][O:15]3)[CH2:13][CH2:12]2)=[CH:5][CH:4]=1)#[N:2].[CH3:19][NH:20][C:21]1[CH:29]=[CH:28][C:24]([C:25]([OH:27])=[O:26])=[CH:23][CH:22]=1.C(=O)([O-])O.[Na+]>FC(F)(F)S([O-])(=O)=O.[Sc+3].FC(F)(F)S([O-])(=O)=O.FC(F)(F)S([O-])(=O)=O.C(#N)C.O>[C:1]([C:3]1[CH:8]=[CH:7][C:6]([CH2:9][CH2:10][N:11]2[CH2:18][CH2:17][C:14]([CH2:16][N:20]([CH3:19])[C:21]3[CH:22]=[CH:23][C:24]([C:25]([OH:27])=[O:26])=[CH:28][CH:29]=3)([OH:15])[CH2:13][CH2:12]2)=[CH:5][CH:4]=1)#[N:2] |f:2.3,4.5.6.7|. Procedure: Scandium trifluoromethanesulfonate (609 mg) was added to a mixture of the compound (500 mg) obtained in Step 3 of Example 1, 4-methylaminobenzoic acid (343 mg) and anhydrous acetonitrile (10 mL) under cooling with ice-water, and the mixture was stirred at room temperature for sixty eight hours under nitrogen atmosphere. Water (50 mL) and acetonitrile (10 mL) were added to the resulting mixture and the pH of the mixture was adjusted to above 9 with sodium hydrogen carbonate, insoluble matter was ... Starting materials: [N+](=O)(O)[O-] (nitric acid), BrC1=[N+](C(=CC=C1)Br)[O-] (2,6-dibromopyridine 1-oxide), N (ammonia). Run in S(O)(O)(=O)=O (sulfuric acid). Conditions: temperature 62.5 celsius, time 12.5 minute. Product: BrC1=[N+](C(=CC(=C1)[N+](=O)[O-])Br)[O-] (2,6-dibromo-4-nitropyridine 1-oxide). Isolated yield 83.0%. RXN SMILES: [Br:1][C:2]1[CH:7]=[CH:6][CH:5]=[C:4]([Br:8])[N+:3]=1[O-:9].[N+:10]([O-])([OH:12])=[O:11].N>S(=O)(=O)(O)O>[Br:1][C:2]1[CH:7]=[C:6]([N+:10]([O-:12])=[O:11])[CH:5]=[C:4]([Br:8])[N+:3]=1[O-:9]. Procedure: A solution of 2,6-dibromopyridine 1-oxide (34.0 g, 0.13 mol) in sulfuric acid (120 mL) was cooled to 0-5° C. followed by addition of nitric acid (60 mL). The reaction mixture was stirred at the same temperature for 10-15 min then heated to 60-65° C. for 20 h. The reaction was then cooled to rt, poured into ice-cold water and neutralized with aqueous ammonia solution. The resulting solution was stirred for 10 min at 0-5° C. then filtered and dried to obtain the desired product as a pale yellow so...